From a dataset of the Open Reaction Database (ORD), a public repository of structured organic reaction records. describe an organic reaction: reactants, conditions, products, and yield Starting materials: [Cl-].[NH4+] (ammonium chloride), COC1=NC2=CC=C(C=C2N=C1)[N+](=O)[O-] (2-methoxy-6-nitroquinoxaline). Reagents/catalysts: [Fe] (iron). The solvent is CO (methanol). Yields the product COC1=NC2=CC=C(C=C2N=C1)N (2-Methoxyquinoxalin-6-amine). The yield is 124.2%. Reaction SMILES: [CH3:1][O:2][C:3]1[CH:12]=[N:11][C:10]2[C:5](=[CH:6][CH:7]=[C:8]([N+:13]([O-])=O)[CH:9]=2)[N:4]=1.[Cl-].[NH4+]>[Fe].CO>[CH3:1][O:2][C:3]1[CH:12]=[N:11][C:10]2[C:5](=[CH:6][CH:7]=[C:8]([NH2:13])[CH:9]=2)[N:4]=1 |f:1.2|. Procedure details: Into 20 ml of methanol was dissolved 726 mg of 2-methoxy-6-nitroquinoxaline, and then 1.0 g of iron powder and a saturated ammonium chloride aqueous solution were added thereto, followed by heating under refluxing overnight. Insoluble matter was separated by filtration using celite and then the solvent was removed by evaporation. A sodium bicarbonate aqueous solution was added to the residue, followed by extraction with ethyl acetate. After the organic layer was dried over anhydrous magnesium su... The reactants are C=CCC(OC1CCC(n2c(=O)c(Cc3ccc(-c4ccccc4C#N)cc3)c(CCC)n3ncnc23)CC1)C(=O)OCC, CC(C)=O, CC#N, [O-][I+3]([O-])([O-])[O-], [Na+], O, O=[Os](=O)(=O)=O. The product is CCCc1c(Cc2ccc(-c3ccccc3C#N)cc2)c(=O)n(C2CCC(OC(CCO)C(=O)OCC)CC2)c2ncnn12. RXN SMILES: [C:1](#[N:2])[c:3]1[c:4](-[c:9]2[cH:10][cH:11][c:12]([CH2:15][c:16]3[c:17](=[O:44])[n:18]([CH:28]4[CH2:29][CH2:30][CH:31]([O:34][CH:35]([C:36](=[O:37])[O:38][CH2:39][CH3:40])[CH2:41][CH:42]=[CH2:43])[CH2:32][CH2:33]4)[c:19]4[n:20]([c:21]3[CH2:22][CH2:23][CH3:24])[n:25][cH:26][n:27]4)[cH:13][cH:14]2)[cH:5][cH:6][cH:7][cH:8]1.[CH3:51][C:52](=[O:53])[CH3:54].[CH3:55][C:56]#[N:57].[I+3:45]([O-:46])([O-:47])([O-:48])[O-:49].[Na+:50].[OH2:63].[Os:58](=[O:59])(=[O:60])(=[O:61])=[O:62]>>[C:1](#[N:2])[c:3]1[c:4](-[c:9]2[cH:10][cH:11][c:12]([CH2:15][c:16]3[c:17](=[O:44])[n:18]([CH:28]4[CH2:29][CH2:30][CH:31]([O:34][CH:35]([C:36](=[O:37])[O:38][CH2:39][CH3:40])[CH2:41][CH2:42][OH:46])[CH2:32][CH2:33]4)[c:19]4[n:20]([c:21]3[CH2:22][CH2:23][CH3:24])[n:25][cH:26][n:27]4)[cH:13][cH:14]2)[cH:5][cH:6][cH:7][cH:8]1. The reactants are CCOC(C)=O, [H][H], COc1cc(C2OCCO2)ccc1Oc1ccc(NC=O)c([N+](=O)[O-])c1. The product is COc1cc(C2OCCO2)ccc1Oc1ccc(NC=O)c(N)c1. RXN SMILES: [CH3:29][CH2:30][O:31][C:32](=[O:33])[CH3:34].[H:27][H:28].[O:1]1[CH:2]([c:6]2[cH:7][c:8]([O:25][CH3:26])[c:9]([O:12][c:13]3[cH:14][c:15]([N+:22]([O-:23])=[O:24])[c:16]([NH:19][CH:20]=[O:21])[cH:17][cH:18]3)[cH:10][cH:11]2)[O:3][CH2:4][CH2:5]1>>[O:1]1[CH:2]([c:6]2[cH:7][c:8]([O:25][CH3:26])[c:9]([O:12][c:13]3[cH:14][c:15]([NH2:22])[c:16]([NH:19][CH:20]=[O:21])[cH:17][cH:18]3)[cH:10][cH:11]2)[O:3][CH2:4][CH2:5]1.